From a dataset of the Open Reaction Database (ORD), a public repository of structured organic reaction records. describe an organic reaction: reactants, conditions, products, and yield The reactants are CCOC(=O)Cn1ccc2cccc(C#N)c21, C1CCOC1, [Li+], [OH-], O, O. The product is N#Cc1cccc2ccn(CC(=O)O)c12. As a reaction SMILES: [C:4](#[N:5])[c:6]1[cH:7][cH:8][cH:9][c:10]2[cH:11][cH:12][n:13]([CH2:15][C:16](=[O:17])[O:18][CH2:19][CH3:20])[c:14]12.[CH2:22]1[O:23][CH2:24][CH2:25][CH2:26]1.[Li+:2].[OH-:1].[OH2:21].[OH2:3]>>[C:4](#[N:5])[c:6]1[cH:7][cH:8][cH:9][c:10]2[cH:11][cH:12][n:13]([CH2:15][C:16](=[O:17])[OH:18])[c:14]12.